This data is from the Open Reaction Database (ORD), a public repository of structured organic reaction records. The task is: describe an organic reaction: reactants, conditions, products, and yield Reactants: O=C([O-])[O-], COS(=O)(=O)OC, Cc1ccc(Cl)c(O)c1, [K+], [K+], CN(C)C=O, O. Yields the product COc1cc(C)ccc1Cl. Reaction SMILES: [C:10](=[O:11])([O-:12])[O-:13].[CH3:16][O:17][S:18]([O:19][CH3:20])(=[O:21])=[O:22].[Cl:1][c:2]1[c:3]([OH:9])[cH:4][c:5]([CH3:8])[cH:6][cH:7]1.[K+:14].[K+:15].[O:23]=[CH:24][N:25]([CH3:26])[CH3:27].[OH2:28]>>[Cl:1][c:2]1[c:3]([O:9][CH3:10])[cH:4][c:5]([CH3:8])[cH:6][cH:7]1. Reactants: CC(C)(c1ccc(O)cc1)c1ccc(O)cc1, Nc1ccccc1. Yields the product CC(C)(c1ccc(N)cc1)c1ccc(O)cc1. Reaction SMILES: [CH3:8][C:9]([CH3:10])([c:11]1[cH:12][cH:13][c:14]([OH:15])[cH:16][cH:17]1)[c:18]1[cH:19][cH:20][c:21]([OH:22])[cH:23][cH:24]1.[NH2:1][c:2]1[cH:3][cH:4][cH:5][cH:6][cH:7]1>>[NH2:1][c:2]1[cH:3][cH:4][c:5]([C:9]([CH3:8])([CH3:10])[c:11]2[cH:12][cH:13][c:14]([OH:15])[cH:16][cH:17]2)[cH:6][cH:7]1.